This data is from the Open Reaction Database (ORD), a public repository of structured organic reaction records. The task is: describe an organic reaction: reactants, conditions, products, and yield The reactants are C(C)OC(=O)C1(CC(NCC1)=O)CCOC (4-(2-Methoxy-ethyl)-2-oxo-piperidine-4-carboxylic acid ethyl ester), FC(OC1=CC=C(N)C=C1)(F)F (4-(trifluormethoxy)aniline), [Cl-].C[Al+]C (dimethylaluminium chloride). Run in C1(=CC=CC=C1)C (toluene), CCCCCC (hexane), CCOC(=O)C (AcOEt). The product is FC(OC1=CC=C(C=C1)N1C(C2(CC1)CC(NCC2)=O)=O)(F)F (2-(4-trifluoromethoxy-phenyl)-2,8-diaza-spiro[4.5]decane-1,7-dione). As a reaction SMILES: C(O[C:4]([C:6]1([CH2:13][CH2:14]OC)[CH2:11][CH2:10][NH:9][C:8](=[O:12])[CH2:7]1)=[O:5])C.[F:17][C:18]([F:28])([F:27])[O:19][C:20]1[CH:26]=[CH:25][C:23]([NH2:24])=[CH:22][CH:21]=1.[Cl-].C[Al+]C>C1(C)C=CC=CC=1.CCCCCC.CCOC(C)=O>[F:17][C:18]([F:27])([F:28])[O:19][C:20]1[CH:21]=[CH:22][C:23]([N:24]2[CH2:14][CH2:13][C:6]3([CH2:11][CH2:10][NH:9][C:8](=[O:12])[CH2:7]3)[C:4]2=[O:5])=[CH:25][CH:26]=1 |f:2.3|. Procedure: 4-(2-Methoxy-ethyl)-2-oxo-piperidine-4-carboxylic acid ethyl ester (2 g) and 4-(trifluormethoxy)aniline (3.09 g) were dissolved in toluene (100 ml) under an argon atmosphere at RT, dimethylaluminium chloride in hexane (1 molar, 39.25 ml) was added and the mixture was refluxed for 8 hours. The reaction mixture was then cooled to RT, diluted with AcOEt, quenched with water (9 ml), dried over MgSO4, filtered and the solvent was evaporated off. The residue was adsorbed on silica gel and purified by ... Product: O=C(O)c1cc(F)c(F)cc1Nc1ccc(F)c(Cl)c1. As a reaction SMILES: [CH3:1][CH2:2][CH2:3][CH2:4][Li:5].[CH:6]([NH:7][CH:8]([CH3:9])[CH3:10])([CH3:11])[CH3:12].[Cl:13][c:14]1[cH:15][c:16]([NH2:17])[cH:18][cH:19][c:20]1[F:21].[F:22][c:23]1[c:24]([C:25](=[O:26])[OH:27])[cH:28][c:29]([F:33])[c:30]([F:32])[cH:31]1>>[Cl:13][c:14]1[cH:15][c:16]([NH:17][c:23]2[c:24]([C:25](=[O:26])[OH:27])[cH:28][c:29]([F:33])[c:30]([F:32])[cH:31]2)[cH:18][cH:19][c:20]1[F:21]. The reactants are [Li]CCCC, CC(C)NC(C)C, Nc1ccc(F)c(Cl)c1, O=C(O)c1cc(F)c(F)cc1F. Starting materials: CC1=C(SC(=C1)N1C(N(CC1)CC1=CC=C(C=C1)C(F)(F)F)=O)C(=O)OCC (ethyl 3-methyl-5-(2-oxo-3-(4-(trifluoromethyl)benzyl)imidazolidin-1-yl)thiophene-2-carboxylate), FC1=CC=C(CN2C(N(CC2)C=2SC(=C(N2)C)C(=O)OCC)=O)C=C1 (ethyl 2-(3-(4-fluorobenzyl)-2-oxoimidazolidin-1-yl)-4-methylthiazole-5-carboxylate). Product: FC1=CC=C(CN2C(N(CC2)C=2SC(=C(N2)C)C(=O)O)=O)C=C1 (2-(3-(4-fluorobenzyl)-2-oxoimidazolidin-1-yl)-4-methylthiazole-5-carboxylic acid). Yield: 80.0%. Reaction SMILES: CC1C=C(N2CCN(CC3C=CC(C(F)(F)F)=CC=3)C2=O)SC=1C(OCC)=O.[F:29][C:30]1[CH:53]=[CH:52][C:33]([CH2:34][N:35]2[CH2:39][CH2:38][N:37]([C:40]3[S:41][C:42]([C:46]([O:48]CC)=[O:47])=[C:43]([CH3:45])[N:44]=3)[C:36]2=[O:51])=[CH:32][CH:31]=1>>[F:29][C:30]1[CH:31]=[CH:32][C:33]([CH2:34][N:35]2[CH2:39][CH2:38][N:37]([C:40]3[S:41][C:42]([C:46]([OH:48])=[O:47])=[C:43]([CH3:45])[N:44]=3)[C:36]2=[O:51])=[CH:52][CH:53]=1. Reported procedure: Following the procedure as described in Example 14, making variations as required to replace ethyl 3-methyl-5-(2-oxo-3-(4-(trifluoromethyl)benzyl)imidazolidin-1-yl)thiophene-2-carboxylate with ethyl 2-(3-(4-fluorobenzyl)-2-oxoimidazolidin-1-yl)-4-methylthiazole-5-carboxylate, the title compound was obtained as a colorless solid in 80% yield: 1H NMR (300 MHz, DMSO-d6) δ 7.39-7.34 (m, 2H), 7.22-7.17 (m, 2H), 4.43 (s, 2H), 4.01-3.98 (m, 2H), 3.48-3.43 (m, 2H), 2.50 (s 3H): MS (ES+) m/z 336.1 (M+1). Reactants: BrC1=C(C=CC=C1F)NC(C=CC1=CC=CC=C1)=O (N-(2-bromo-3-fluorophenyl)-3-phenylacrylamide), BrC=1C(=CC=C2C=CC(NC12)=O)F (8-bromo-7-fluoro-1H-quinolin-2-one), [Al+3].[Cl-].[Cl-].[Cl-] (AlCl3). Run in O=P(Cl)(Cl)Cl (POCl3), ClC1=CC=CC=C1 (chlor-benzene), ice water. Conditions: time 2 hour. Product: BrC=1C(=CC=C2C=CC(=NC12)Cl)F (8-bromo-2-chloro-7-fluoroquinoline). The yield is 71.4%. RXN SMILES: [Br:1][C:2]1[C:7]([F:8])=[CH:6][CH:5]=[CH:4][C:3]=1[NH:9][C:10](=O)[CH:11]=[CH:12]C1C=CC=CC=1.[Al+3].[Cl-:21].[Cl-].[Cl-].BrC1C(F)=CC=C2C=1NC(=O)C=C2>ClC1C=CC=CC=1.O=P(Cl)(Cl)Cl>[Br:1][C:2]1[C:7]([F:8])=[CH:6][CH:5]=[C:4]2[C:3]=1[N:9]=[C:10]([Cl:21])[CH:11]=[CH:12]2 |f:1.2.3.4|. Procedure details: To a solution of 2-bromo-3-fluoroaniline (6.5 g, 34.17 mmol) and pyridine (2.7 g, 34.17 mmol) in 20 ml of CH2Cl2, cinnamoyl chloride (5.95 g, 35.88 mol) in 10 ml CH2Cl2 are added dropwise and mixture was refluxed for 30 min. The reaction mixture is diluted with CH2Cl2, the organic layer washed with diluted HCl, saturated Na2CO3 solution, water, and dried (Na2SO4). The solvent is removed in vacuo to give 10.5 g of N-(2-bromo-3-fluorophenyl)-3-phenylacrylamide. To a solution of N-(2-bromo-3-fluoro... Reactants: [Al+3], CCOCC, CCCCCC(C(=O)O)c1cccc2c1OCO2, [H-], [H-], [H-], [H-], [Li+], [Na+], C1CCOC1, [OH-], O. The product is CCCCCC(CO)c1cccc2c1OCO2. Reaction SMILES: [Al+3:2].[CH2:33]([O:34][CH2:35][CH3:36])[CH3:37].[CH2:7]1[O:8][c:9]2[c:10]([CH:16]([C:17](=[O:18])[OH:19])[CH2:20][CH2:21][CH2:22][CH2:23][CH3:24])[cH:11][cH:12][cH:13][c:14]2[O:15]1.[H-:1].[H-:4].[H-:5].[H-:6].[Li+:3].[Na+:27].[O:28]1[CH2:29][CH2:30][CH2:31][CH2:32]1.[OH-:26].[OH2:25]>>[CH2:7]1[O:8][c:9]2[c:10]([CH:16]([CH2:17][OH:18])[CH2:20][CH2:21][CH2:22][CH2:23][CH3:24])[cH:11][cH:12][cH:13][c:14]2[O:15]1. Starting materials: O=C(CNC(=O)c1cccc(C(F)(F)F)c1)NC1CNC1, COc1ccc(C2(O)CCC(=O)CC2)nc1. Yields the product COc1ccc(C2(O)CCC(N3CC(NC(=O)CNC(=O)c4cccc(C(F)(F)F)c4)C3)CC2)nc1. Reaction SMILES: [NH:17]1[CH2:18][CH:19]([NH:21][C:22](=[O:23])[CH2:24][NH:25][C:26]([c:27]2[cH:28][c:29]([C:33]([F:34])([F:35])[F:36])[cH:30][cH:31][cH:32]2)=[O:37])[CH2:20]1.[OH:1][C:2]1([c:9]2[n:10][cH:11][c:12]([O:15][CH3:16])[cH:13][cH:14]2)[CH2:3][CH2:4][C:5](=[O:8])[CH2:6][CH2:7]1>>[OH:1][C:2]1([c:9]2[n:10][cH:11][c:12]([O:15][CH3:16])[cH:13][cH:14]2)[CH2:3][CH2:4][CH:5]([N:17]2[CH2:18][CH:19]([NH:21][C:22](=[O:23])[CH2:24][NH:25][C:26]([c:27]3[cH:28][c:29]([C:33]([F:34])([F:35])[F:36])[cH:30][cH:31][cH:32]3)=[O:37])[CH2:20]2)[CH2:6][CH2:7]1.